Dataset: the Open Reaction Database (ORD), a public repository of structured organic reaction records. Task: describe an organic reaction: reactants, conditions, products, and yield The reactants are IC=1C=CC=2N(N1)C=C(N2)N (6-iodo-imidazo[1,2-b]pyridazin-2-ylamine), C(C)(C)N(C(C)C)CC (N,N-diisopropylethylamine), C1(CC1)C(=O)Cl (cyclopropane carbonyl chloride). Solvent: ClCCl (dichloromethane). Reaction conditions: time 2 hour. Yields the product IC=1C=CC=2N(N1)C=C(N2)NC(=O)C2CC2 (N-(6-iodoimidazo[1,2-b]pyridazin-2-yl)cyclopropanecarboxamide). RXN SMILES: [I:1][C:2]1[CH:3]=[CH:4][C:5]2[N:6]([CH:8]=[C:9]([NH2:11])[N:10]=2)[N:7]=1.C(N(CC)C(C)C)(C)C.[CH:21]1([C:24](Cl)=[O:25])[CH2:23][CH2:22]1>ClCCl>[I:1][C:2]1[CH:3]=[CH:4][C:5]2[N:6]([CH:8]=[C:9]([NH:11][C:24]([CH:21]3[CH2:23][CH2:22]3)=[O:25])[N:10]=2)[N:7]=1. Procedure: To the mixture of 6-iodo-imidazo[1,2-b]pyridazin-2-ylamine (130 mg, 0.5 mmol, 1 eq) and N,N-diisopropylethylamine (0.26 mL, 3 eq) in anhydrous dichloromethane (10 mL) at room temperature was added dropwise cyclopropane carbonyl chloride (0.26 mL, 3 eq). After the reaction mixture was stirred at ambient temperature for two hours, it was partitioned between saturated aqueous sodium bicarbonate and ethyl acetate (with 10% THF added). The organic layer was isolated, washed with brine, and dried with... The reactants are CC(C)(C)C(=O)CBr, CN(C)C=O, [H-], [Na+], Cc1ccc2c(c1)NC(=O)C(NC(=O)Nc1ccc(C(=O)OC(C)(C)C)cc1)CN2C1CCCCC1. The product is Cc1ccc2c(c1)N(CC(=O)C(C)(C)C)C(=O)C(NC(=O)Nc1ccc(C(=O)OC(C)(C)C)cc1)CN2C1CCCCC1. As a reaction SMILES: [C:39]([CH3:40])([CH3:41])([CH3:42])[C:43](=[O:44])[CH2:45][Br:46].[CH3:47][N:48]([CH3:49])[CH:50]=[O:51].[H-:37].[Na+:38].[O:1]=[C:2]1[CH:3]([NH:20][C:21](=[O:22])[NH:23][c:24]2[cH:25][cH:26][c:27]([C:30](=[O:31])[O:32][C:33]([CH3:34])([CH3:35])[CH3:36])[cH:28][cH:29]2)[CH2:4][N:5]([CH:14]2[CH2:15][CH2:16][CH2:17][CH2:18][CH2:19]2)[c:6]2[c:7]([cH:9][c:10]([CH3:13])[cH:11][cH:12]2)[NH:8]1>>[O:1]=[C:2]1[CH:3]([NH:20][C:21](=[O:22])[NH:23][c:24]2[cH:25][cH:26][c:27]([C:30](=[O:31])[O:32][C:33]([CH3:34])([CH3:35])[CH3:36])[cH:28][cH:29]2)[CH2:4][N:5]([CH:14]2[CH2:15][CH2:16][CH2:17][CH2:18][CH2:19]2)[c:6]2[c:7]([cH:9][c:10]([CH3:13])[cH:11][cH:12]2)[N:8]1[CH2:45][C:43]([C:39]([CH3:40])([CH3:41])[CH3:42])=[O:44]. Starting materials: CNC1=NC=C(C=C1N)C(F)(F)F (N2-methyl-5-trifluoromethylpyridine-2,3-diamine), C(C)C1=C(C(=O)O)C=CN=C1 (3-ethylisonicotinic acid), CCN=C=NCCCN(C)C (WSC), N1=CC=CC=C1 (pyridine). The solvent is O (water). Run at temperature 120 celsius, time 2.5 hour. Yields the product C(C)C=1C=NC=CC1C1=NC=2C(=NC=C(C2)C(F)(F)F)N1C (2-(3-ethylpyridin-4-yl-)-3-methyl-6-trifluoromethyl-3H-imidazo[4,5-b]pyridine). Isolated yield 15.6%. Reaction SMILES: [CH3:1][NH:2][C:3]1[C:8]([NH2:9])=[CH:7][C:6]([C:10]([F:13])([F:12])[F:11])=[CH:5][N:4]=1.[CH2:14]([C:16]1[CH:24]=[N:23][CH:22]=[CH:21][C:17]=1[C:18](O)=O)[CH3:15].CCN=C=NCCCN(C)C.N1C=CC=CC=1>O>[CH2:14]([C:16]1[CH:24]=[N:23][CH:22]=[CH:21][C:17]=1[C:18]1[N:2]([CH3:1])[C:3]2=[N:4][CH:5]=[C:6]([C:10]([F:11])([F:12])[F:13])[CH:7]=[C:8]2[N:9]=1)[CH3:15]. Procedure details: A mixture of 0.40 g of N2-methyl-5-trifluoromethylpyridine-2,3-diamine, 0.41 g of 3-ethylisonicotinic acid, 0.44 g of WSC and 10 ml of pyridine was stirred for 2.5 hours at 120° C. The reaction mixture was cooled down to room temperature. Into the reaction mixture was poured water, and the mixture was extracted three times with ethyl acetate. The organic layer was dried over magnesium sulfate, then, concentrated under reduced pressure. To the residue was added a mixture of 0.60 g of p-toluenesul... Reactants: C1CCOC1, COCCl, CCOCC, [H-], [Na+], O, Oc1cc2c(c3ccccc13)Nc1ccccc1S2. The product is COCOc1cc2c(c3ccccc13)Nc1ccccc1S2. Reaction SMILES: [CH2:31]1[O:32][CH2:33][CH2:34][CH2:35]1.[CH3:22][O:23][CH2:24][Cl:25].[CH3:26][CH2:27][O:28][CH2:29][CH3:30].[H-:1].[Na+:2].[OH2:36].[OH:3][c:4]1[c:5]2[c:6]([c:7]3[c:16]([cH:17]1)[S:15][c:14]1[c:9]([cH:10][cH:11][cH:12][cH:13]1)[NH:8]3)[cH:18][cH:19][cH:20][cH:21]2>>[O:3]([c:4]1[c:5]2[c:6]([c:7]3[c:16]([cH:17]1)[S:15][c:14]1[c:9]([cH:10][cH:11][cH:12][cH:13]1)[NH:8]3)[cH:18][cH:19][cH:20][cH:21]2)[CH2:24][O:23][CH3:22]. Starting materials: Cc2ccc(B1OCC(C)(C)CO1)cc2 (effective_coupling_partner), CCN(CC)C(=O)Oc1ccc(N(C)C)cc1 (substrate). The reagents and catalysts are IAd. Reaction conditions: temperature 150 celsius, time 20 hour. Yields the product Cc2ccc(c1ccc(N(C)C)cc1)cc2. Reactants: C(#N)C=1C=C(C(=O)O)C=CC1F (3-cyano-4-fluorobenzoic acid), C1=CN(C=N1)C(=O)N2C=CN=C2 (CDI), [BH4-].[Na+] (sodium borohydride). Solvent: O1CCCC1 (tetrahydrofuran). Conditions: time 30 minute. Product: FC1=C(C#N)C=C(C=C1)CO (2-fluoro-5-(hydroxymethyl)benzonitrile). The yield is 38.2%. RXN SMILES: [C:1]([C:3]1[CH:4]=[C:5]([CH:9]=[CH:10][C:11]=1[F:12])[C:6](O)=[O:7])#[N:2].C1N=CN(C(N2C=NC=C2)=O)C=1.[BH4-].[Na+]>O1CCCC1>[F:12][C:11]1[CH:10]=[CH:9][C:5]([CH2:6][OH:7])=[CH:4][C:3]=1[C:1]#[N:2] |f:2.3|. Reported procedure: To a solution of 3-cyano-4-fluorobenzoic acid (1.00 g, 6.06 mmol) in tetrahydrofuran (THF) (20 mL) was added dropwise CDI (1.47 g, 9.08 mmol) at 0° C. After at room temperature for 30 min, sodium borohydride (0.687 g, 18.2 mmol) was added dropwise at 0° C. The reaction mixture was stirred at room temperature for 16 h, quenched with saturated aqueous NH4Cl and extracted with ethyl acetate. The organic part was separated, dried over Na2SO4, filtered and concentrated. Purification via flash column ... The reactants are CCN=C=NCCCN(C)C, NC1CCCc2ccccc21, ClCCl, Cl, O=C(O)CN1CCC(c2ccccc2)(c2ccccc2)C1=O. Product: O=C(CN1CCC(c2ccccc2)(c2ccccc2)C1=O)NC1CCCc2ccccc21. Reaction SMILES: [CH2:35]([N:36]=[C:37]=[N:38][CH2:39][CH2:40][CH2:41][N:42]([CH3:43])[CH3:44])[CH3:45].[CH:1]1([NH2:11])[CH2:2][CH2:3][CH2:4][c:5]2[cH:6][cH:7][cH:8][cH:9][c:10]21.[Cl:46][CH2:47][Cl:48].[ClH:34].[O:12]=[C:13]1[N:14]([CH2:30][C:31](=[O:32])[OH:33])[CH2:15][CH2:16][C:17]1([c:18]1[cH:19][cH:20][cH:21][cH:22][cH:23]1)[c:24]1[cH:25][cH:26][cH:27][cH:28][cH:29]1>>[CH:1]1([NH:11][C:31]([CH2:30][N:14]2[C:13](=[O:12])[C:17]([c:18]3[cH:19][cH:20][cH:21][cH:22][cH:23]3)([c:24]3[cH:25][cH:26][cH:27][cH:28][cH:29]3)[CH2:16][CH2:15]2)=[O:32])[CH2:2][CH2:3][CH2:4][c:5]2[cH:6][cH:7][cH:8][cH:9][c:10]21. Reactants: C, CCO, CCCCCCCNC(=O)Nc1ncccc1[N+](=O)[O-], [Pd]. Product: CCCCCCCNC(=O)Nc1ncccc1N. As a reaction SMILES: [C:24].[CH3:21][CH2:22][OH:23].[N+:1]([O-:2])(=[O:3])[c:4]1[c:5]([NH:10][C:11](=[O:12])[NH:13][CH2:14][CH2:15][CH2:16][CH2:17][CH2:18][CH2:19][CH3:20])[n:6][cH:7][cH:8][cH:9]1.[Pd:25]>>[NH2:1][c:4]1[c:5]([NH:10][C:11](=[O:12])[NH:13][CH2:14][CH2:15][CH2:16][CH2:17][CH2:18][CH2:19][CH3:20])[n:6][cH:7][cH:8][cH:9]1. The reactants are C(C1=CC=CC=C1)N1CCN(CC1)C(COC)=O (1-(4-benzyl-piperazin-1-yl)-2-methoxy-ethanone), C1CCOC1 (THF), C(C)[Mg]Br (ethyl magnesium bromide). Reagents/catalysts: CC([O-])C.[Ti+4].CC([O-])C.CC([O-])C.CC([O-])C (titanium isopropoxide). Solvent: C(Cl)(Cl)Cl (chloroform). The product is C(C1=CC=CC=C1)N1CCN(CC1)C1(CC1)COC (1-benzyl-4-(1-methoxymethyl-cyclopropyl)-piperazine), C(C1=CC=CC=C1)N1CCN(CC1)C(CC)(COC)CC (1-benzyl-4-(1-ethyl-1-methoxymethyl-propyl)-piperazine). As a reaction SMILES: [CH2:1]([N:8]1[CH2:13][CH2:12][N:11]([C:14](=O)[CH2:15][O:16][CH3:17])[CH2:10][CH2:9]1)[C:2]1[CH:7]=[CH:6][CH:5]=[CH:4][CH:3]=1.[CH2:19]([Mg]Br)[CH3:20].[CH2:23]1COC[CH2:24]1>C(Cl)(Cl)Cl.CC(C)[O-].[Ti+4].CC(C)[O-].CC(C)[O-].CC(C)[O-]>[CH2:1]([N:8]1[CH2:13][CH2:12][N:11]([C:14]2([CH2:15][O:16][CH3:17])[CH2:20][CH2:19]2)[CH2:10][CH2:9]1)[C:2]1[CH:7]=[CH:6][CH:5]=[CH:4][CH:3]=1.[CH2:1]([N:8]1[CH2:13][CH2:12][N:11]([C:14]([CH2:19][CH3:20])([CH2:15][O:16][CH3:17])[CH2:23][CH3:24])[CH2:10][CH2:9]1)[C:2]1[CH:7]=[CH:6][CH:5]=[CH:4][CH:3]=1 |f:4.5.6.7.8|. Procedure: To a solution of 1-(4-benzyl-piperazin-1-yl)-2-methoxy-ethanone (2.60 g) in dry THF (30 mL) at −10° C. was added titanium isopropoxide (3.22 mL), followed by ethyl magnesium bromide (1.0M solution in THF, 22.05 mL). The reaction mixture was heated to reflux for 2 days. After cooling the reaction mixture was cooled, diluted with chloroform, washed with brine, dried (MgSO4) and the solvent removed in vacuo. The residue was purified using flash chromatography to yield 1-benzyl-4-(1-methoxymethyl-cy...